From a dataset of the Open Reaction Database (ORD), a public repository of structured organic reaction records. describe an organic reaction: reactants, conditions, products, and yield Starting materials: Cc1ccc(N)cc1Nc1cc(C(F)(F)F)nc(-c2ccncc2)n1, O, Cc1ccc(C(=O)Cl)cc1, c1ccncc1. Yields the product Cc1ccc(C(=O)Nc2ccc(C)c(Nc3cc(C(F)(F)F)nc(-c4ccncc4)n3)c2)cc1. As a reaction SMILES: [NH2:1][c:2]1[cH:3][cH:4][c:5]([CH3:25])[c:6]([NH:7][c:8]2[n:9][c:10](-[c:18]3[cH:19][cH:20][n:21][cH:22][cH:23]3)[n:11][c:12]([C:14]([F:15])([F:16])[F:17])[cH:13]2)[cH:24]1.[OH2:36].[c:26]1([CH3:35])[cH:27][cH:28][c:29]([C:32](=[O:33])[Cl:34])[cH:30][cH:31]1.[cH:37]1[cH:38][cH:39][n:40][cH:41][cH:42]1>>[NH:1]([c:2]1[cH:3][cH:4][c:5]([CH3:25])[c:6]([NH:7][c:8]2[n:9][c:10](-[c:18]3[cH:19][cH:20][n:21][cH:22][cH:23]3)[n:11][c:12]([C:14]([F:15])([F:16])[F:17])[cH:13]2)[cH:24]1)[C:32]([c:29]1[cH:28][cH:27][c:26]([CH3:35])[cH:31][cH:30]1)=[O:33]. The reactants are C([O-])([O-])=O.[K+].[K+] (potassium carbonate), P(=O)(Cl)(Cl)Cl (Phosphorus oxychloride), C(C)(=O)C1=NC(=CC=C1)CO (2-acetyl-6-hydroxymethylpyridine), CN(C=O)C (N,N-dimethylformamide). Run in C(C)(=O)OCC (ethyl acetate), O (water). Yields the product C(C)(=O)C1=NC(=CC=C1)CCl (2-acetyl-6-chloromethylpyridine). RXN SMILES: P(Cl)(Cl)([Cl:3])=O.[C:6]([C:9]1[CH:14]=[CH:13][CH:12]=[C:11]([CH2:15]O)[N:10]=1)(=[O:8])[CH3:7].CN(C)C=O.C(=O)([O-])[O-].[K+].[K+]>C(OCC)(=O)C.O>[C:6]([C:9]1[CH:14]=[CH:13][CH:12]=[C:11]([CH2:15][Cl:3])[N:10]=1)(=[O:8])[CH3:7] |f:3.4.5|. Procedure details: Phosphorus oxychloride (7.8 ml) was dropwise added to a mixture of 2-acetyl-6-hydroxymethylpyridine (10.0 g) and N,N-dimethylformamide (15.4 ml) in ethyl acetate (100 ml) under ice-cooling with stirring and the mixture was stirred at the same temperature for 3 hours. The reaction mixture was added to water and adjusted to pH 7.5 with potassium carbonate. The separated organic layer was washed with brine, dried over magnesium sulfate and evaporated to give 2-acetyl-6-chloromethylpyridine (10.85 g...